This data is from the Open Reaction Database (ORD), a public repository of structured organic reaction records. The task is: describe an organic reaction: reactants, conditions, products, and yield Starting materials: C(C)(C)(C)OC(=O)N1C[C@H]([C@H](CC1)C1=CC=CC=C1)C(=O)N1CCN(CC1)C1=C(C=CC(=C1)Cl)C ((3S,4S)-3-[4-(5-chloro-2-methyl-phenyl)-piperazine-1-carbonyl]-4-phenyl-piperidine-1-carboxylic acid tert-butyl ester), C(C)(C)(C)OC(=O)N1C[C@H]([C@H](CC1)C1=CC=CC=C1)C(=O)O ((3S,4S)-4-phenyl-piperidine-1,3-dicarboxylic acid 1-tert-butyl ester). Yields the product ClC=1C=CC(=C(C1)N1CCNCC1)C (1-(5-chloro-2-methylphenyl)-piperazine). RXN SMILES: C(OC(N1CC[C@H](C2C=CC=CC=2)[C@H](C(O)=O)C1)=O)(C)(C)C.C(OC(N1CC[C@H](C2C=CC=CC=2)[C@H](C([N:44]2[CH2:49][CH2:48][N:47]([C:50]3[CH:55]=[C:54]([Cl:56])[CH:53]=[CH:52][C:51]=3[CH3:57])[CH2:46][CH2:45]2)=O)C1)=O)(C)(C)C>>[Cl:56][C:54]1[CH:53]=[CH:52][C:51]([CH3:57])=[C:50]([N:47]2[CH2:46][CH2:45][NH:44][CH2:49][CH2:48]2)[CH:55]=1. Procedure details: In analogy to example 1, step 1, from (3S,4S)-4-phenyl-piperidine-1,3-dicarboxylic acid 1-tert-butyl ester (CAS Reg. No.: [197900-77-9]) and 1-(5-chloro-2-methylphenyl)-piperazine was prepared (3S,4S)-3-[4-(5-chloro-2-methyl-phenyl)-piperazine-1-carbonyl]-4-phenyl-piperidine-1-carboxylic acid tert-butyl ester as a white foam, MS: 498.5 ([M+H, 1Cl])+.